Dataset: the Open Reaction Database (ORD), a public repository of structured organic reaction records. Task: describe an organic reaction: reactants, conditions, products, and yield Procedure: To a stirred solution of lithium aluminum hydride (0.73 g, 19.24 mmol, 2.2 equivalents) in anhydrous tetrahydrofuran (20 mL) at 0° C. was added dropwise a solution of (R)-1-(N-benzyloxycarbonylpyrrolidin-2-yl)-2--hydroxypropene (2.30 g, 8.80 mmol) in anhydrous tetrahydrofuran (20 mL). The resulting reaction mixture was heated at reflux under nitrogen for 3.5 hours. The resulting mixture was then cooled, and sodium sulfate dicahydrate (10 g) was added slowly with caution. This mixture was stirred... RXN SMILES: [H-].[Al+3].[Li+].[H-].[H-].[H-].C(O[C:15]([N:17]1[CH2:21][CH2:20][CH2:19][C@@H:18]1[CH:22]=[C:23](O)[CH3:24])=O)C1C=CC=CC=1.S([O-])([O-])(=O)=[O:27].[Na+].[Na+].C(OCC)(=O)C>O1CCCC1.O>[OH:27][CH2:24][CH:23]=[CH:22][C@H:18]1[CH2:19][CH2:20][CH2:21][N:17]1[CH3:15] |f:0.1.2.3.4.5,7.8.9|. The product is OCC=C[C@@H]1N(CCC1)C ((R)-3-Hydroxy-1-(N-methylpyrrolidin-2-yl)propene). Yield: 91.0%. Run in O1CCCC1 (tetrahydrofuran), O1CCCC1 (tetrahydrofuran), O (water). Run at time 1 hour. The reactants are [H-].[Al+3].[Li+].[H-].[H-].[H-] (lithium aluminum hydride), C(C1=CC=CC=C1)OC(=O)N1[C@H](CCC1)C=C(C)O ((R)-1-(N-benzyloxycarbonylpyrrolidin-2-yl)-2--hydroxypropene), C(C)(=O)OCC (ethyl acetate), S(=O)(=O)([O-])[O-].[Na+].[Na+] (sodium sulfate).